This data is from the Open Reaction Database (ORD), a public repository of structured organic reaction records. The task is: describe an organic reaction: reactants, conditions, products, and yield The solvent is O1CCCC1 (tetrahydrofuran). Run at time 4.75 hour. Reactants: C1(CCCCC1)N=C=NC1CCCCC1 (Dicyclohexylcarbodiimide), C(=O)NC=1SC=C(N1)C(C(=O)NC1[C@@H]2N(C(=CCS2)C(=O)O)C1=O)=NOC (7-[2-(2-formamidothiazol-4-yl)-2-methoxyiminoacetamido]-3-cephem-4-carboxylic acid), C(CCCCCCCCCCC)OCC(O)COCCCCCCCCCCCC (2-n-dodecyloxy-1-n-dodecyloxymethylethanol), resultant mixture, ice water, N1=CC=CC=C1 (pyridine). Reported procedure: Dicyclohexylcarbodiimide (3.96 g) was added to a stirred solution of 7-[2-(2-formamidothiazol-4-yl)-2-methoxyiminoacetamido]-3-cephem-4-carboxylic acid (syn isomer, 6.58 g] and 2-n-dodecyloxy-1-n-dodecyloxymethylethanol (8.23 g) in a mixture of dry pyridine (60 ml) and dry tetrahydrofuran (20 ml) at 3° C., and then stirred at 0° to 5° C. for 4.75 hours and further at room temperature for an hour. The resultant mixture was poured into ice water (350 ml) and extracted with ethyl acetate (500 ml). ... Product: C(=O)NC=1SC=C(N1)C(C(=O)NC1[C@@H]2N(C(C=CS2)C(=O)OC(COCCCCCCCCCCCC)COCCCCCCCCCCCC)C1=O)=NOC (2-n-dodecyloxy-1-n-dodecyloxymethylethyl 7-[2-(2-formamidothiazol-4-yl)-2-methoxyiminoacetamido]-2-cephem-4-carboxylate). As a reaction SMILES: C1(N=C=NC2CCCCC2)CCCCC1.[CH:16]([NH:18][C:19]1[S:20][CH:21]=[C:22]([C:24](=[N:40][O:41][CH3:42])[C:25]([NH:27][CH:28]2[C:38](=[O:39])[N:30]3[C:31]([C:35]([OH:37])=[O:36])=[CH:32][CH2:33][S:34][C@H:29]23)=[O:26])[N:23]=1)=[O:17].[CH2:43]([O:55][CH2:56][CH:57]([CH2:59][O:60][CH2:61][CH2:62][CH2:63][CH2:64][CH2:65][CH2:66][CH2:67][CH2:68][CH2:69][CH2:70][CH2:71][CH3:72])O)[CH2:44][CH2:45][CH2:46][CH2:47][CH2:48][CH2:49][CH2:50][CH2:51][CH2:52][CH2:53][CH3:54].N1C=CC=CC=1>O1CCCC1>[CH:16]([NH:18][C:19]1[S:20][CH:21]=[C:22]([C:24](=[N:40][O:41][CH3:42])[C:25]([NH:27][CH:28]2[C:38](=[O:39])[N:30]3[CH:31]([C:35]([O:37][CH:57]([CH2:56][O:55][CH2:43][CH2:44][CH2:45][CH2:46][CH2:47][CH2:48][CH2:49][CH2:50][CH2:51][CH2:52][CH2:53][CH3:54])[CH2:59][O:60][CH2:61][CH2:62][CH2:63][CH2:64][CH2:65][CH2:66][CH2:67][CH2:68][CH2:69][CH2:70][CH2:71][CH3:72])=[O:36])[CH:32]=[CH:33][S:34][C@H:29]23)=[O:26])[N:23]=1)=[O:17]. The reactants are NC(=O)c1ccc(N)nc1N, [Na+], [OH-], O=P(Cl)(Cl)Cl. Product: N#Cc1ccc(N)nc1N. Reaction SMILES: [NH2:1][c:2]1[c:3]([C:4](=[O:5])[NH2:6])[cH:7][cH:8][c:9]([NH2:11])[n:10]1.[Na+:18].[OH-:17].[P:12]([Cl:13])([Cl:14])([Cl:15])=[O:16]>>[NH2:1][c:2]1[c:3]([C:4]#[N:6])[cH:7][cH:8][c:9]([NH2:11])[n:10]1.